This data is from the Open Reaction Database (ORD), a public repository of structured organic reaction records. The task is: describe an organic reaction: reactants, conditions, products, and yield Reported procedure: 4-(2-Hydroxy-ethyl)-piperidine-1-carboxylic acid tert-butyl ester (1.0 mmol, 230 μL) and sodium hydride (1.0 mmol, 26 mg) were dissolved in dimethyl acetamide (1.0 mL) and stirred for 30 minutes at room temperature. Then, (6-chloro-5-nitro-pyrimidin-4-yl)-(4-methanesulfonyl-phenyl)-amine (0.21 mmol, 70 mg) was added. The reaction was stirred at 70° C. for 20 minutes. Its progress was monitored by thin layer chromatography and LCMS. Sodium hydride was quenched with water and the desired compound ... RXN SMILES: [C:1]([O:5][C:6]([N:8]1[CH2:13][CH2:12][CH:11]([CH2:14][CH2:15][OH:16])[CH2:10][CH2:9]1)=[O:7])([CH3:4])([CH3:3])[CH3:2].[H-].[Na+].Cl[C:20]1[N:25]=[CH:24][N:23]=[C:22]([NH:26][C:27]2[CH:32]=[CH:31][C:30]([S:33]([CH3:36])(=[O:35])=[O:34])=[CH:29][CH:28]=2)[C:21]=1[N+:37]([O-:39])=[O:38]>CC(N(C)C)=O>[C:1]([O:5][C:6]([N:8]1[CH2:13][CH2:12][CH:11]([CH2:14][CH2:15][O:16][C:20]2[C:21]([N+:37]([O-:39])=[O:38])=[C:22]([NH:26][C:27]3[CH:28]=[CH:29][C:30]([S:33]([CH3:36])(=[O:34])=[O:35])=[CH:31][CH:32]=3)[N:23]=[CH:24][N:25]=2)[CH2:10][CH2:9]1)=[O:7])([CH3:4])([CH3:3])[CH3:2] |f:1.2|. Run in CC(=O)N(C)C (dimethyl acetamide). Starting materials: C(C)(C)(C)OC(=O)N1CCC(CC1)CCO (4-(2-Hydroxy-ethyl)-piperidine-1-carboxylic acid tert-butyl ester), [H-].[Na+] (sodium hydride), ClC1=C(C(=NC=N1)NC1=CC=C(C=C1)S(=O)(=O)C)[N+](=O)[O-] ((6-chloro-5-nitro-pyrimidin-4-yl)-(4-methanesulfonyl-phenyl)-amine). Product: C(C)(C)(C)OC(=O)N1CCC(CC1)CCOC1=NC=NC(=C1[N+](=O)[O-])NC1=CC=C(C=C1)S(=O)(=O)C (4-{2-[6-(4-Methanesulfonyl-phenylamino)-5-nitro-pyrimidin-4-yloxy]-ethyl}-piperidine-1-carboxylic acid tert-butyl ester). Reaction conditions: time 30 minute. Isolated yield 82.2%.